From a dataset of the Open Reaction Database (ORD), a public repository of structured organic reaction records. describe an organic reaction: reactants, conditions, products, and yield The reactants are CCNC(=O)Nc1nc2ccc(C#C[Si](C)(C)C)cc2s1, CO, CCOC(C)=O, Cl, [K+], [OH-]. Product: C#Cc1ccc2nc(NC(=O)NCC)sc2c1. As a reaction SMILES: [CH3:1][Si:2]([CH3:3])([CH3:4])[C:5]#[C:6][c:7]1[cH:8][c:9]2[c:10]([n:11][c:12]([NH:14][C:15](=[O:16])[NH:17][CH2:18][CH3:19])[s:13]2)[cH:20][cH:21]1.[CH3:25][OH:26].[CH3:27][CH2:28][O:29][C:30]([CH3:31])=[O:32].[ClH:24].[K+:23].[OH-:22]>>[CH:5]#[C:6][c:7]1[cH:8][c:9]2[c:10]([n:11][c:12]([NH:14][C:15](=[O:16])[NH:17][CH2:18][CH3:19])[s:13]2)[cH:20][cH:21]1. Solvent: C(C)#N (acetonitrile), C1CCOC1 (THF). Procedure: Large scale reaction: Sodium iodide (2.45 g; 16.3 mmol) was added to a suspension of chloroacetamide 6 (5.67 g; 16.3 mmol), piperidinium chloride 7.5 (4.85 g; 19.5 mmol) and DIPEA (7.0 mL; 40.2 mmol) in 3:1 acetonitrile:THF (480 mL). After 19.5 h the reaction was concentrated on a rotary evaporator. EtOAc (250 mL) was added and the suspension was washed with 50% saturated NaHCO3 (1×50 mL), water (2×25 mL) and saturated NaCl (2×35 mL). The orange-brown solution was dried over MgSO4; charcoal (0.8... RXN SMILES: [I-].[Na+].[C:3]([NH:6][CH2:7][CH2:8][NH:9][C:10]1[N:15]=[C:14]([C:16]2[CH:21]=[CH:20][CH:19]=[CH:18][CH:17]=2)[N:13]=[C:12]([NH:22][C:23](=[O:26])[CH2:24]Cl)[CH:11]=1)(=[O:5])[CH3:4].[Cl-].[Cl:28][C:29]1[CH:30]=[C:31]([CH:39]=[CH:40][CH:41]=1)[O:32][CH:33]1[CH2:38][CH2:37][NH2+:36][CH2:35][CH2:34]1.CCN(C(C)C)C(C)C>C1COCC1.C(#N)C>[C:3]([NH:6][CH2:7][CH2:8][NH:9][C:10]1[N:15]=[C:14]([C:16]2[CH:21]=[CH:20][CH:19]=[CH:18][CH:17]=2)[N:13]=[C:12]([NH:22][C:23](=[O:26])[CH2:24][N:36]2[CH2:35][CH2:34][CH:33]([O:32][C:31]3[CH:39]=[CH:40][CH:41]=[C:29]([Cl:28])[CH:30]=3)[CH2:38][CH2:37]2)[CH:11]=1)(=[O:5])[CH3:4] |f:0.1,3.4|. The reactants are [I-].[Na+] (Sodium iodide), C(C)(=O)NCCNC1=CC(=NC(=N1)C1=CC=CC=C1)NC(CCl)=O (N-[6-(2-Acetylaminoethylamino)-2-phenylpyrimidin-4-yl]-2-chloroacetamide), [Cl-].ClC=1C=C(OC2CC[NH2+]CC2)C=CC1 (4-(3-Chlorophenoxy)-piperidinium chloride), CCN(C(C)C)C(C)C (DIPEA). The product is C(C)(=O)NCCNC1=CC(=NC(=N1)C1=CC=CC=C1)NC(CN1CCC(CC1)OC1=CC(=CC=C1)Cl)=O (N-[6-(2-Acetylaminoethylamino)-2-phenylpyrimidin-4-yl]-2-[4-(3-chlorophenoxy)-piperidin-1-yl]-acetamide). Starting materials: [Br-], C1CCOC1, C[Mg+], CCOC(C)=O, O=Cc1cc(C=CC(=O)NC2CCc3ccccc32)ccc1-n1ccnc1, [Cl-], [NH4+], O. Yields the product CC(O)c1cc(C=CC(=O)NC2CCc3ccccc32)ccc1-n1ccnc1. As a reaction SMILES: [Br-:33].[CH2:1]1[O:2][CH2:3][CH2:4][CH2:5]1.[CH3:34][Mg+:35].[CH3:39][CH2:40][O:41][C:42](=[O:43])[CH3:44].[CH:6](=[O:7])[c:8]1[cH:9][c:10]([CH:19]=[CH:20][C:21](=[O:22])[NH:23][CH:24]2[CH2:25][CH2:26][c:27]3[cH:28][cH:29][cH:30][cH:31][c:32]32)[cH:11][cH:12][c:13]1-[n:14]1[cH:15][n:16][cH:17][cH:18]1.[Cl-:37].[NH4+:38].[OH2:36]>>[CH3:1][CH:6]([OH:7])[c:8]1[cH:9][c:10]([CH:19]=[CH:20][C:21](=[O:22])[NH:23][CH:24]2[CH2:25][CH2:26][c:27]3[cH:28][cH:29][cH:30][cH:31][c:32]32)[cH:11][cH:12][c:13]1-[n:14]1[cH:15][n:16][cH:17][cH:18]1. Starting materials: C[Mg]Br (Methylmagnesium bromide), O=C1C=2C=CC(=NC2CCC1)OCC1=CC=CC=C1 (5,6,7,8-tetrahydro-5-oxo-2-(phenylmethoxy)quinoline). Solvent: C1(=CC=CC=C1)C (toluene). Yields the product OC1(C=2C=CC(=NC2CCC1)OCC1=CC=CC=C1)C (5,6,7,8-Tetrahydro-5-hydroxy-5-methyl-2-(phenylmethoxy)quinoline). Yield: 92.0%. As a reaction SMILES: [CH3:1][Mg]Br.[O:4]=[C:5]1[CH2:14][CH2:13][CH2:12][C:11]2[N:10]=[C:9]([O:15][CH2:16][C:17]3[CH:22]=[CH:21][CH:20]=[CH:19][CH:18]=3)[CH:8]=[CH:7][C:6]1=2>C1(C)C=CC=CC=1>[OH:4][C:5]1([CH3:1])[CH2:14][CH2:13][CH2:12][C:11]2[N:10]=[C:9]([O:15][CH2:16][C:17]3[CH:18]=[CH:19][CH:20]=[CH:21][CH:22]=3)[CH:8]=[CH:7][C:6]1=2. Procedure: Methylmagnesium bromide (3.0M in diethyl ether, 47 ml) was added dropwise to a solution of 5,6,7,8-tetrahydro-5-oxo-2-(phenylmethoxy)quinoline (29.6 g) and toluene (1l) at 0° C. The reaction mixture was allowed to warm to room temperature, with stirring. The reaction mixture was then quenched with saturated ammonium chloride solution, the layers were separated, and the aqueous phase was extracted with ethyl acetate. The combined organic layers were washed with brine, dried over anhydrous magnesi... Starting materials: NC(CC)CC (3-Aminopentane), ClC1=C(C(=NC=2N1N=C(C2C2=C(C=C(C=C2C)C)C)C)C)C(=O)OCC (ethyl 7-chloro-3-mesityl-2,5-dimethylpyrazolo[1,5-a]pyrimidin-6-carboxylate). Solvent: C(C)#N (acetonitrile). The product is C(C)C(CC)NC1=C(C(=NC=2N1N=C(C2C2=C(C=C(C=C2C)C)C)C)C)C(=O)OCC (Ethyl 7-[(1-ethylpropyl)amino]-3-mesityl-2,5-dimethylpyrazolo[1,5-a]pyrimidine-6-carboxylate). As a reaction SMILES: [NH2:1][CH:2]([CH2:5][CH3:6])[CH2:3][CH3:4].Cl[C:8]1[N:13]2[N:14]=[C:15]([CH3:26])[C:16]([C:17]3[C:22]([CH3:23])=[CH:21][C:20]([CH3:24])=[CH:19][C:18]=3[CH3:25])=[C:12]2[N:11]=[C:10]([CH3:27])[C:9]=1[C:28]([O:30][CH2:31][CH3:32])=[O:29]>C(#N)C>[CH2:3]([CH:2]([NH:1][C:8]1[N:13]2[N:14]=[C:15]([CH3:26])[C:16]([C:17]3[C:22]([CH3:23])=[CH:21][C:20]([CH3:24])=[CH:19][C:18]=3[CH3:25])=[C:12]2[N:11]=[C:10]([CH3:27])[C:9]=1[C:28]([O:30][CH2:31][CH3:32])=[O:29])[CH2:5][CH3:6])[CH3:4]. Procedure: 3-Aminopentane (5 mL) was added to a solution of ethyl 7-chloro-3-mesityl-2,5-dimethylpyrazolo[1,5-a]pyrimidin-6-carboxylate (1.94 g, 5.22 mmol) in acetonitrile (20 mL), followed by heating under reflux for eight hours. The mixture was extracted with ethyl acetate, and the organic layer was washed with brine, dried over anhydrous magnesium sulfate and evaporated. The residue was purified by silica gel column chromatography (20% ethyl acetate/hexane), to give the title compound (1.70 g). Reactants: COC(=O)NC(C(=O)O)C(C)(C)C, CCOC(C)=O, CN(C)C=O, O, COC(=O)NC(C(=O)NC(Cc1ccccc1)C(O)CN(N)Cc1ccc(-c2nccs2)cc1)C(C)C. The product is COC(=O)NC(C(=O)NC(Cc1ccccc1)C(O)CN(Cc1ccc(-c2nccs2)cc1)NC(=O)C(NC(=O)OC)C(C)(C)C)C(C)C. As a reaction SMILES: [CH3:38][O:39][C:40](=[O:41])[NH:42][CH:43]([C:44]([CH3:45])([CH3:46])[CH3:47])[C:48](=[O:49])[OH:50].[CH3:52][CH2:53][O:54][C:55](=[O:56])[CH3:57].[O:58]=[CH:59][N:60]([CH3:61])[CH3:62].[OH2:51].[s:1]1[c:2](-[c:6]2[cH:7][cH:8][c:9]([CH2:12][N:13]([CH2:14][CH:15]([CH:16]([CH2:17][c:18]3[cH:19][cH:20][cH:21][cH:22][cH:23]3)[NH:24][C:25]([CH:26]([NH:27][C:28](=[O:29])[O:30][CH3:31])[CH:32]([CH3:33])[CH3:34])=[O:35])[OH:36])[NH2:37])[cH:10][cH:11]2)[n:3][cH:4][cH:5]1>>[s:1]1[c:2](-[c:6]2[cH:7][cH:8][c:9]([CH2:12][N:13]([CH2:14][CH:15]([CH:16]([CH2:17][c:18]3[cH:19][cH:20][cH:21][cH:22][cH:23]3)[NH:24][C:25]([CH:26]([NH:27][C:28](=[O:29])[O:30][CH3:31])[CH:32]([CH3:33])[CH3:34])=[O:35])[OH:36])[NH:37][C:48]([CH:43]([NH:42][C:40]([O:39][CH3:38])=[O:41])[C:44]([CH3:45])([CH3:46])[CH3:47])=[O:49])[cH:10][cH:11]2)[n:3][cH:4][cH:5]1. The product is O=C1C=CC(=O)c2c1cccc2[N+](=O)[O-]. Reaction SMILES: [O:18]=[S:19](=[O:20])=[O:21].[O:1]=[C:2]1[CH:3]=[CH:4][C:5](=[O:6])[c:7]2[cH:8][cH:9][cH:10][cH:11][c:12]21.[OH2:26].[OH:22][N+:23]([O-:24])=[O:25].[S:13](=[O:14])(=[O:15])([OH:16])[OH:17]>>[O:1]=[C:2]1[CH:3]=[CH:4][C:5](=[O:6])[c:7]2[c:8]([N+:23](=[O:22])[O-:24])[cH:9][cH:10][cH:11][c:12]21. Starting materials: O=S(=O)=O, O=C1C=CC(=O)c2ccccc21, O, O=[N+]([O-])O, O=S(=O)(O)O. The reactants are FC(C=1C=C(C(=O)N2CCC3(C(NCN3C3=CC=C(C=C3)Cl)=O)CC2)C=C(C1)C(F)(F)F)(F)F (8-(3,5-bis-trifluoromethyl-benzoyl)-1-(4-chloro-phenyl)-1,3,8-triaza-spiro[4.5]decan-4-one), [Li+].[OH-] (LiOH). Solvent: C1CCOC1 (THF), O (water), CO (methanol). Conditions: time 48 hour. Yields the product ClC1=CC=C(C=C1)N1CNC(C12CCNCC2)=O (1-(4-Chloro-phenyl)-1,3,8-triaza-spiro[4.5]decan-4-one). Yield: 69.7%. RXN SMILES: FC(F)(F)C1C=C(C=C(C(F)(F)F)C=1)C([N:8]1[CH2:25][CH2:24][C:11]2([N:15]([C:16]3[CH:21]=[CH:20][C:19]([Cl:22])=[CH:18][CH:17]=3)[CH2:14][NH:13][C:12]2=[O:23])[CH2:10][CH2:9]1)=O.[Li+].[OH-]>C1COCC1.O.CO>[Cl:22][C:19]1[CH:20]=[CH:21][C:16]([N:15]2[C:11]3([CH2:10][CH2:9][NH:8][CH2:25][CH2:24]3)[C:12](=[O:23])[NH:13][CH2:14]2)=[CH:17][CH:18]=1 |f:1.2|. Procedure: To a mixture of 1.5 g (2.97 mmol) 8-(3,5-bis-trifluoromethyl-benzoyl)-1-(4-chloro-phenyl)-1,3,8-triaza-spiro[4.5]decan-4-one in 4.5 ml THF, 4.5 ml water and 4.5 ml methanol were added 0.85 g (35.6 mmol) powdered LiOH. The reaction mixture was stirred at ambient temperature for 48 hours. The solvent was removed in vacuo. The residue was stirred in water. The resulting solid was filtered, washed with water and dried to provide the title compound (0.55 g) as a colorless solid; MS (ISP): 266.1 MH+. Starting materials: N[C@H]1CC[C@H](C2=CC=CC=C12)OC=1C=CC=2N(C1)C(=NN2)N(\C=C\C)\C=C\C ([6-((1R,4S)-4-Amino-1,2,3,4-tetrahydro-naphthalen-1-yloxy)-[1,2,4]triazolo[4,3-a]pyridin-3-yl]-bis-((E)-propenyl)-amine), ClC(COC(NC=1N(N=C(C1)C(C)(C)C)C1=CC=C(C=C1)C)=O)(Cl)Cl ((5-tert-butyl-2-p-tolyl-2H-pyrazol-3-yl)-carbamic acid 2,2,2-trichloro-ethyl ester), CCN(C(C)C)C(C)C (DIPEA). The solvent is CO (MeOH), CN(C)C=O (DMF). Product: NC1=NN=C2N1C=C(C=C2)O[C@@H]2CC[C@@H](C1=CC=CC=C21)NC(=O)NC=2N(N=C(C2)C(C)(C)C)C2=CC=C(C=C2)C (1-[(1S,4R)-4-(3-Amino-[1,2,4]triazolo[4,3-a]pyridin-6-yloxy)-1,2,3,4-tetrahydro-naphthalen-1-yl]-3-(5-tert-butyl-2-p-tolyl-2H-pyrazol-3-yl)-urea). Yield: 39.0%. As a reaction SMILES: [NH2:1][C@@H:2]1[C:11]2[C:6](=[CH:7][CH:8]=[CH:9][CH:10]=2)[C@H:5]([O:12][C:13]2[CH:14]=[CH:15][C:16]3[N:17]([C:19]([N:22](/C=C/C)/C=C/C)=[N:20][N:21]=3)[CH:18]=2)[CH2:4][CH2:3]1.ClC(Cl)(Cl)CO[C:33](=[O:51])[NH:34][C:35]1[N:36]([C:44]2[CH:49]=[CH:48][C:47]([CH3:50])=[CH:46][CH:45]=2)[N:37]=[C:38]([C:40]([CH3:43])([CH3:42])[CH3:41])[CH:39]=1.CCN(C(C)C)C(C)C>CN(C=O)C.CO>[NH2:22][C:19]1[N:17]2[CH:18]=[C:13]([O:12][C@H:5]3[C:6]4[C:11](=[CH:10][CH:9]=[CH:8][CH:7]=4)[C@@H:2]([NH:1][C:33]([NH:34][C:35]4[N:36]([C:44]5[CH:45]=[CH:46][C:47]([CH3:50])=[CH:48][CH:49]=5)[N:37]=[C:38]([C:40]([CH3:42])([CH3:41])[CH3:43])[CH:39]=4)=[O:51])[CH2:3][CH2:4]3)[CH:14]=[CH:15][C:16]2=[N:21][N:20]=1. Procedure: A mixture of Intermediate 101c (1.33 g, 3.54 mmol), (5-tert-butyl-2-p-tolyl-2H-pyrazol-3-yl)-carbamic acid 2,2,2-trichloro-ethyl ester (for reference procedure see Synthetic Communications, 2009, 39, 3999-4009, which is incorporated herein by reference in its entirety; 2.0 g, 4.96 mmol) and DIPEA (1.82, 14.16 mmol) in DMF (20 mL) was stirred at RT for 20 h. The reaction mixture was diluted with MeOH and loaded onto an SCX cartridge. The cartridge was washed with MeOH and the product eluted with ...